Dataset: the Open Reaction Database (ORD), a public repository of structured organic reaction records. Task: describe an organic reaction: reactants, conditions, products, and yield The reactants are [OH-].[Na+] (sodium hydroxide), Cl.Cl.Cl.CN(C)CC1=CC(=NC=C1)CSC(N)=N (S-(4-dimethylaminomethyl-2pyridylmethyl)isothiourea trihydrochloride), ClCCC#N (3-chloropropionitrile), ice-salt. Run in O (water), O (water), C(C)O (ethanol). Conditions: time 7 hour. Product: CN(C)CC1=CC(=NC=C1)CSCCC#N (3-(4-dimethylaminomethy-2-pyridyl-methylthio)propionitrile). The yield is 89.9%. Reaction SMILES: Cl.Cl.Cl.[CH3:4][N:5]([CH2:7][C:8]1[CH:13]=[CH:12][N:11]=[C:10]([CH2:14][S:15][C:16](=N)N)[CH:9]=1)[CH3:6].ClC[CH2:21][C:22]#[N:23].[OH-].[Na+]>O.C(O)C>[CH3:6][N:5]([CH2:7][C:8]1[CH:13]=[CH:12][N:11]=[C:10]([CH2:14][S:15][CH2:16][CH2:21][C:22]#[N:23])[CH:9]=1)[CH3:4] |f:0.1.2.3,5.6|. Procedure: To a solution of S-(4-dimethylaminomethyl-2pyridylmethyl)isothiourea trihydrochloride (21.54 g) and 3-chloropropionitrile (8.01 g) in water (90 ml) and ethanol (65 ml) at 0° C (ice-salt bath) under nitrogen, was added dropwise over 30 minutes, a solution of sodium hydroxide (11.5 g) in water (120 ml), keeping the temperature below 3° C. After having been stirred for 7 hours and allowed to stand for 20 hours, the solution was extracted with 3:1 chloroform:ethanol (3×160 ml). The combined extracts... Reactants: CNP(OCC)(OCC)=S (O,O-diethyl methylphosphoramidothioate), N1=CC=CC=C1 (pyridine), CNC(=O)ON=C(C)SC (methyl N-[[(methylamino)carbonyl]oxy]ethanimidothioate), S(=O)(Cl)Cl (thionyl chloride). Yields the product C(C)OP(=S)(OCC)CNS(=O)CNC(=O)ON=C(C)SC (Methyl N-[[[[[(diethoxyphosphinothioyl)methylamino]sulfinyl]methylamino]carbonyl]oxy]ethanimidothioate), colorless prisms. As a reaction SMILES: [CH3:1][NH:2][C:3]([O:5][N:6]=[C:7]([S:9][CH3:10])[CH3:8])=[O:4].[S:11](Cl)(Cl)=[O:12].CN[P:17](=[S:24])([O:21][CH2:22][CH3:23])[O:18][CH2:19][CH3:20].[N:25]1C=CC=C[CH:26]=1>>[CH2:22]([O:21][P:17]([CH2:26][NH:25][S:11]([CH2:1][NH:2][C:3]([O:5][N:6]=[C:7]([S:9][CH3:10])[CH3:8])=[O:4])=[O:12])([O:18][CH2:19][CH3:20])=[S:24])[CH3:23]. Reported procedure: Methyl N-[[[[[(diethoxyphosphinothioyl)methylamino]sulfinyl]methylamino]carbonyl]oxy]ethanimidothioate was prepared by the procedure employed in Example 9, by reacting methyl N-[[(methylamino)carbonyl]oxy]ethanimidothioate (2.43 g, 0.015 mole), thionyl chloride (1.79 g, 0.015 mole), and O,O-diethyl methylphosphoramidothioate (2.75 g, 0.015 mole) in pyridine (10 ml). Recrystallization from chloroformhexane afforded 2.75 g of colorless prisms of the formula below, mp 78~78.5°. ##STR24## As a reaction SMILES: [F:1][C:2]1[CH:3]=[C:4]([C@H:10]2[C@@H:16]([OH:17])[C:15](=[O:18])[NH:14][C:13]3[CH:19]=[CH:20][C:21]([O:23][C:24]4[CH:29]=[CH:28][C:27]([F:30])=[CH:26][CH:25]=4)=[CH:22][C:12]=3[S:11]2)[CH:5]=[CH:6][C:7]=1[O:8][CH3:9].Cl.[CH3:32][N:33]([CH3:37])[CH2:34][CH2:35]Cl>C(C(C)=O)C>[CH3:32][N:33]([CH3:37])[CH2:34][CH2:35][N:14]1[C:13]2[CH:19]=[CH:20][C:21]([O:23][C:24]3[CH:29]=[CH:28][C:27]([F:30])=[CH:26][CH:25]=3)=[CH:22][C:12]=2[S:11][C@@H:10]([C:4]2[CH:5]=[CH:6][C:7]([O:8][CH3:9])=[C:2]([F:1])[CH:3]=2)[C@@H:16]([OH:17])[C:15]1=[O:18] |f:1.2|. Procedure details: Following a procedure similar to that described in Example 11(d), 865 mg of (2S, 3S)-2-(3-fluoro-4-methoxy- phenyl)-8-(4-fluorophenoxy)-2,3-dihydro-3-hydroxy-1,5-benzothiazepin-4(5H)-one [prepared as described in step (c) above] were alkylated with 2-dimethylaminoethyl chloride hydrochloride in 50 ml of methyl ethyl ketone to afford about 900 mg of the title compound as a syrup. The compound was used in the following reaction without further purification. The reactants are FC=1C=C(C=CC1OC)[C@@H]1SC2=C(NC([C@@H]1O)=O)C=CC(=C2)OC2=CC=C(C=C2)F ((2S, 3S)-2-(3-fluoro-4-methoxy- phenyl)-8-(4-fluorophenoxy)-2,3-dihydro-3-hydroxy-1,5-benzothiazepin-4(5H)-one), Cl.CN(CCCl)C (2-dimethylaminoethyl chloride hydrochloride). Yields the product CN(CCN1C([C@@H]([C@@H](SC2=C1C=CC(=C2)OC2=CC=C(C=C2)F)C2=CC(=C(C=C2)OC)F)O)=O)C ((2S, 3S)-5-(2-Dimethylaminoethyl)-2-(3-fluoro- 4-methoxyphenyl)-8-(4-fluorophenoxy)-2,3-dihydro-3- hydroxy-1,5-benzothiazepin-4(5H)-one). The solvent is C(C)C(=O)C (methyl ethyl ketone).